This data is from the Open Reaction Database (ORD), a public repository of structured organic reaction records. The task is: describe an organic reaction: reactants, conditions, products, and yield Starting materials: N1CCOCC1 (morpholine), SC=1NC(C=C(C1C#N)CCC)=O (2-mercapto-6-oxo-4-propyl-1,6-dihydro-pyridine-3-carbonitrile), BrCC#N (2-bromoacetonitrile), BrCC(=O)N (2-bromoacetamide). Yields the product C(#N)CSC=1NC(C=C(C1C#N)CCC)=O (2-cyanomethylsulfanyl-6-oxo-4-propyl-1,6-dihydro-pyridine-3-carbonitrile). RXN SMILES: [NH:1]1CCO[CH2:3][CH2:2]1.[SH:7][C:8]1[NH:9][C:10](=[O:19])[CH:11]=[C:12]([CH2:16][CH2:17][CH3:18])[C:13]=1[C:14]#[N:15].BrCC#N.BrCC(N)=O>>[C:2]([CH2:3][S:7][C:8]1[NH:9][C:10](=[O:19])[CH:11]=[C:12]([CH2:16][CH2:17][CH3:18])[C:13]=1[C:14]#[N:15])#[N:1]. Procedure: The morpholine salt of 2-mercapto-6-oxo-4-propyl-1,6-dihydro-pyridine-3-carbonitrile (see above) was reacted with 2-bromoacetonitrile as described above for 2-bromoacetamide to provide 2-cyanomethylsulfanyl-6-oxo-4-propyl-1,6-dihydro-pyridine-3-carbonitrile. This nitrile (19.02 g, 81.53 mmol) and N-phenyltrifluoromethanesulfonimide (29.59 g, 82.00 mmol) were dissolved in 100 mL of dry dioxane. Diisopropylethylamine (19.3 mL, 135 mmol) was added and the mixture was stirred at room temperature und... Reactants: NC1=C(C=C(C(=C1)Cl)Cl)S(=O)(=O)N (2-amino-4,5-dichlorobenzenesulfonamide), CC(CCC)N=C=S (2-pentyl isothiocyanate). Solvent: C(C)(=O)OCC (ethyl acetate). Yields the product ClC=1C(=CC2=C(NC(=NS2(=O)=O)NC(CCC)C)C1)Cl (6,7-Dichloro-3-(1-methylbutyl)amino-4H-1,2,4-benzothiadiazine 1,1-dioxide). As a reaction SMILES: [NH2:1][C:2]1[CH:7]=[C:6]([Cl:8])[C:5]([Cl:9])=[CH:4][C:3]=1[S:10]([NH2:13])(=[O:12])=[O:11].[CH3:14][CH:15]([N:19]=[C:20]=S)[CH2:16][CH2:17][CH3:18]>C(OCC)(=O)C>[Cl:8][C:6]1[C:5]([Cl:9])=[CH:4][C:3]2[S:10](=[O:12])(=[O:11])[N:13]=[C:20]([NH:19][CH:15]([CH3:14])[CH2:16][CH2:17][CH3:18])[NH:1][C:2]=2[CH:7]=1. Reported procedure: The title compound was prepared from 2-amino-4,5-dichlorobenzenesulfonamide and 2-pentyl isothiocyanate by a method analogous to the one described in Example 4; m.p. 217-220° C. (ethyl acetate); 1H-NMR (DMSO-d6): δ 0.90 (t, 3H, CH3), 1.14 (d, 3H, CH3), 1.20-1.55 (m, 4H, CH2CH2), 3.83 (m, 1H, NHCH), 7.33 (br., 1H, NH), 7.49 (br.s, 1H, ArH), 7.89 (s, 1H, ArH), 10.48 (br.s, 1H, NH); MS: m/e 335/337/339 (M+).